Task: describe an organic reaction: reactants, conditions, products, and yield. Dataset: the Open Reaction Database (ORD), a public repository of structured organic reaction records Starting materials: FC(CC(=O)OCC)(CC(=O)OCC)F (Diethyl 3,3-difluoropentanedioate), C(C1=CC=CC=C1)N (benzylamine). Yields the product C(C1=CC=CC=C1)N1C(CC(CC1=O)(F)F)=O (1-Benzyl-4,4-difluoropiperidine-2,6-dione). Reaction SMILES: [F:1][C:2]([F:15])([CH2:9][C:10]([O:12]CC)=O)[CH2:3][C:4]([O:6]CC)=O.[CH2:16]([NH2:23])[C:17]1[CH:22]=[CH:21][CH:20]=[CH:19][CH:18]=1>>[CH2:16]([N:23]1[C:4](=[O:6])[CH2:3][C:2]([F:1])([F:15])[CH2:9][C:10]1=[O:12])[C:17]1[CH:22]=[CH:21][CH:20]=[CH:19][CH:18]=1. Procedure: React an 8.1 mmol portion of the product of Example 14 with benzylamine using the general procedure set forth in Example 8, and purify by silica gel chromatography using ethyl acetate/hexane as eluant to yield the title compound. The reactants are C(CCC(=O)OC1CC(N(C(C1)(C)C)O)(C)C)(=O)OC1CC(N(C(C1)(C)C)O)(C)C (bis(1-oxyl-2,2,6,6-tetramethylpiperidin-4-yl) succinate), CCCCCCCCCCCCCCCCCC (octadecane). Yields the product C(CCC(=O)OC1CC(N(C(C1)(C)C)OCCCCCCCCCCCCCCCCCC)(C)C)(=O)OC1CC(N(C(C1)(C)C)OCCCCCCCCCCCCCCCCCC)(C)C (Bis(1-octadecyloxy-2,2,6,6-tetramethylpiperidin-4-yl) succinate). Reaction SMILES: [C:1]([O:19][CH:20]1[CH2:25][C:24]([CH3:27])([CH3:26])[N:23]([OH:28])[C:22]([CH3:30])([CH3:29])[CH2:21]1)(=[O:18])[CH2:2][CH2:3][C:4]([O:6][CH:7]1[CH2:12][C:11]([CH3:14])([CH3:13])[N:10]([OH:15])[C:9]([CH3:17])([CH3:16])[CH2:8]1)=[O:5].[CH3:31][CH2:32][CH2:33][CH2:34][CH2:35][CH2:36][CH2:37][CH2:38][CH2:39][CH2:40][CH2:41][CH2:42][CH2:43][CH2:44][CH2:45][CH2:46][CH2:47][CH3:48]>>[C:1]([O:19][CH:20]1[CH2:25][C:24]([CH3:27])([CH3:26])[N:23]([O:28][CH2:48][CH2:47][CH2:46][CH2:45][CH2:44][CH2:43][CH2:42][CH2:41][CH2:40][CH2:39][CH2:38][CH2:37][CH2:36][CH2:35][CH2:34][CH2:33][CH2:32][CH3:31])[C:22]([CH3:30])([CH3:29])[CH2:21]1)(=[O:18])[CH2:2][CH2:3][C:4]([O:6][CH:7]1[CH2:12][C:11]([CH3:14])([CH3:13])[N:10]([O:15][CH2:48][CH2:47][CH2:46][CH2:45][CH2:44][CH2:43][CH2:42][CH2:41][CH2:40][CH2:39][CH2:38][CH2:37][CH2:36][CH2:35][CH2:34][CH2:33][CH2:32][CH3:31])[C:9]([CH3:17])([CH3:16])[CH2:8]1)=[O:5]. Reported procedure: The title compound is prepared from the reaction of bis(1-oxyl-2,2,6,6-tetramethylpiperidin-4-yl) succinate and octadecane following a procedure similar to that of Example 4. The reactants are ClCC1=CSC=C1 (3-(chloromethyl)thiophene), C1(=CC=CC=C1)O (phenol), [H-].[Na+] (sodium hydride), O (water). Solvent: CN(C)C=O (DMF), CN(C)C=O (DMF), CN(C)C=O (DMF). Reaction conditions: time 2 hour. The product is O(C1=CC=CC=C1)CC1=CSC=C1 (3-(phenoxymethyl)thiophene). Isolated yield 90.7%. RXN SMILES: [C:1]1([OH:7])[CH:6]=[CH:5][CH:4]=[CH:3][CH:2]=1.[H-].[Na+].Cl[CH2:11][C:12]1[CH:16]=[CH:15][S:14][CH:13]=1.O>CN(C=O)C>[O:7]([CH2:11][C:12]1[CH:16]=[CH:15][S:14][CH:13]=1)[C:1]1[CH:6]=[CH:5][CH:4]=[CH:3][CH:2]=1 |f:1.2|. Procedure: A solution of phenol (13.16 g) in DMF (10 ml) was added in portions over 10 minutes to a stirred suspension of sodium hydride (3.12 g) in DMF (100 ml). After 2 hours, a solution of 3-(chloromethyl)thiophene (14.50 g) in DMF (30 ml) was added in one portion and the resulting mixture was stirred at room temperature for 3 hours then poured into water and extracted with ether. The extracts were washed successively with water, dilute aqueous sodium hydroxide, and aqueous sodium chloride, then dried a... Starting materials: ClC=1C=CC2=C(C(C(CC(N2)=O)=CN(C)C)=O)C1 (7-chloro-4-[(dimethylamino)methylene]-3,4-dihydro-1H-benzazepine-2,5-dione), N1C=C(C2=CC=CC=C12)CC(=N)N (2-(1H-indol-3-yl)-acetamidine). The product is ClC=1C=CC2=C(C3=C(CC(N2)=O)C=NC(=N3)CC3=CNC2=CC=CC=C32)C1 (10-Chloro-5,7-dihydro-2-(1H-indol-3-ylmethyl)-6H-pyrimido[5,4-d][1]benzazepin-6-one). Yield: 46.0%. As a reaction SMILES: [Cl:1][C:2]1[CH:3]=[CH:4][C:5]2[NH:11][C:10](=[O:12])[CH2:9][C:8](=[CH:13]N(C)C)[C:7](=O)[C:6]=2[CH:18]=1.[NH:19]1[C:27]2[C:22](=[CH:23][CH:24]=[CH:25][CH:26]=2)[C:21]([CH2:28][C:29]([NH2:31])=[NH:30])=[CH:20]1>>[Cl:1][C:2]1[CH:3]=[CH:4][C:5]2[NH:11][C:10](=[O:12])[CH2:9][C:8]3[CH:13]=[N:30][C:29]([CH2:28][C:21]4[C:22]5[C:27](=[CH:26][CH:25]=[CH:24][CH:23]=5)[NH:19][CH:20]=4)=[N:31][C:7]=3[C:6]=2[CH:18]=1. Procedure details: Analogous to Scheme 1, from 7-chloro-4-[(dimethylamino)methylene]-3,4-dihydro-1H-benzazepine-2,5-dione and 2-(1H-indol-3-yl)-acetamidine. Yield: 46%.